Dataset: the Open Reaction Database (ORD), a public repository of structured organic reaction records. Task: describe an organic reaction: reactants, conditions, products, and yield Starting materials: ClC=1C=C(C(=O)C2=C3NCCN(C3=CC=C2)C(=O)OCC2=CC=CC=C2)C=CC1 (benzyl 5-(3-chlorobenzoyl)-3,4-dihydroquinoxaline-1(2H)-carboxylate), N1=CC=CC=C1 (pyridine), BrCC(=O)Br (Bromoacetyl bromide). The solvent is C(Cl)Cl (DCM), C(Cl)Cl (DCM). Reaction conditions: temperature 0 celsius, time 3 hour. Yields the product BrCC(=O)N1CCN(C2=CC=CC(=C12)C(C1=CC(=CC=C1)Cl)=O)C(=O)OCC1=CC=CC=C1 (benzyl 4-(2-bromoacetyl)-5-(3-chlorobenzoyl)-3,4-dihydroquinoxaline-1(2H)-carboxylate). Yield: 85.0%. Reaction SMILES: [Cl:1][C:2]1[CH:3]=[C:4]([CH:27]=[CH:28][CH:29]=1)[C:5]([C:7]1[CH:16]=[CH:15][CH:14]=[C:13]2[C:8]=1[NH:9][CH2:10][CH2:11][N:12]2[C:17]([O:19][CH2:20][C:21]1[CH:26]=[CH:25][CH:24]=[CH:23][CH:22]=1)=[O:18])=[O:6].N1C=CC=CC=1.[Br:36][CH2:37][C:38](Br)=[O:39]>C(Cl)Cl>[Br:36][CH2:37][C:38]([N:9]1[C:8]2[C:13](=[CH:14][CH:15]=[CH:16][C:7]=2[C:5](=[O:6])[C:4]2[CH:27]=[CH:28][CH:29]=[C:2]([Cl:1])[CH:3]=2)[N:12]([C:17]([O:19][CH2:20][C:21]2[CH:22]=[CH:23][CH:24]=[CH:25][CH:26]=2)=[O:18])[CH2:11][CH2:10]1)=[O:39]. Procedure: To a solution of benzyl 5-(3-chlorobenzoyl)-3,4-dihydroquinoxaline-1(2H)-carboxylate, Intermediate E-1D (50 g, 123 mmol) in DCM (500 mL) at 0° C. was added pyridine (14.91 ml, 184 mmol). Bromoacetyl bromide (26.7 ml, 307 mmol) in DCM (1.0 mL) was added dropwise. The reaction mixture was stirred at 0° C. for 3 h. The reaction mixture was washed with H2O, saturated NaHCO3, and brine, dried over Na2SO4, filtered, concentrated to afford benzyl 4-(2-bromoacetyl)-5-(3-chlorobenzoyl)-3,4-dihydroquinoxa... Reactants: CCN(C(C)C)C(C)C, CN1CCCC1=O, Nc1c[nH]c2ncc(Cl)c(F)c12, CC(C)(C)OC(=O)NC1CCCNC1. The product is CC(C)(C)OC(=O)NC1CCCN(c2c(Cl)cnc3[nH]cc(N)c23)C1. Reaction SMILES: [CH2:27]([N:28]([CH:29]([CH3:30])[CH3:31])[CH:32]([CH3:33])[CH3:34])[CH3:35].[CH3:36][N:37]1[CH2:38][CH2:39][CH2:40][C:41]1=[O:42].[Cl:15][c:16]1[c:17]([F:26])[c:18]2[c:19]([n:20][cH:21]1)[nH:22][cH:23][c:24]2[NH2:25].[NH:1]1[CH2:2][CH:3]([NH:7][C:8]([O:9][C:10]([CH3:11])([CH3:12])[CH3:13])=[O:14])[CH2:4][CH2:5][CH2:6]1>>[N:1]1([c:17]2[c:16]([Cl:15])[cH:21][n:20][c:19]3[c:18]2[c:24]([NH2:25])[cH:23][nH:22]3)[CH2:2][CH:3]([NH:7][C:8]([O:9][C:10]([CH3:11])([CH3:12])[CH3:13])=[O:14])[CH2:4][CH2:5][CH2:6]1. The product is FC1=CC=C(CC2CCN(CC2)CCC(C)=O)C=C1 (4-(4-(4-Fluorobenzyl)piperidin-1-yl)-2-butanone). Reported procedure: To a solution of 4-(4-fluorobenzyl)piperidine (0.50 g, 2.2 mmol) in isopropanol (5 mL) was added methylvinyl ketone (0.25 mL, 3.0 mmol). The resulting solution was stirred at reflux for 1 h then concentrated under reduced pressure to afford the title compound as a pale yellow oil (0.58 g, 99%): 1H NMR (CDCl3) δ1.15-1.35 (m, 2H), 1.38-1.56 (m, 1H), 1.603 (bd, J=12.6 Hz, 2H), 1.894 (t, J=11.7 Hz, 2H), 2.155 (s, 2H), 2.486 (d, J=6.9 Hz, 2H), 2.615 (s, 3H), 2.8-2.9 (m, 2H), 6.9-7.0 (m, 2H), 7.0-7.1 ... Solvent: C(C)(C)O (isopropanol). Reaction SMILES: [F:1][C:2]1[CH:14]=[CH:13][C:5]([CH2:6][CH:7]2[CH2:12][CH2:11][NH:10][CH2:9][CH2:8]2)=[CH:4][CH:3]=1.[CH3:15][C:16]([CH:18]=[CH2:19])=[O:17]>C(O)(C)C>[F:1][C:2]1[CH:3]=[CH:4][C:5]([CH2:6][CH:7]2[CH2:8][CH2:9][N:10]([CH2:19][CH2:18][C:16](=[O:17])[CH3:15])[CH2:11][CH2:12]2)=[CH:13][CH:14]=1. The yield is 100.1%. Starting materials: FC1=CC=C(CC2CCNCC2)C=C1 (4-(4-fluorobenzyl)piperidine), CC(=O)C=C (methylvinyl ketone). Starting materials: C(C)(C)(C)C1=CC=C(C=C1)/C=C/S(=O)(=O)Cl ((E)-2-(4-tert-butylphenyl)ethenesulfonyl chloride), NC1=C(C=CC=C1)S(=O)(=O)N (2-Aminobenzenesulfonamide), crude material. The reagents and catalysts are CCOC(=O)C (EtOAc). The solvent is N1=CC=CC=C1 (pyridine), CO (MeOH). Run at time 8 hour. Product: C(C)(C)(C)C1=CC=C(C=C1)CCS(=O)(=O)NC1=C(C=CC=C1)S(=O)(=O)N (2-[2-(4-Tert-butylphenyl)ethylsulfonylamino]benzenesulfonamide). Yield: 47.1%. Reaction SMILES: [NH2:1][C:2]1[CH:7]=[CH:6][CH:5]=[CH:4][C:3]=1[S:8]([NH2:11])(=[O:10])=[O:9].[C:12]([C:16]1[CH:21]=[CH:20][C:19](/[CH:22]=[CH:23]/[S:24](Cl)(=[O:26])=[O:25])=[CH:18][CH:17]=1)([CH3:15])([CH3:14])[CH3:13]>N1C=CC=CC=1.CO.CCOC(C)=O>[C:12]([C:16]1[CH:21]=[CH:20][C:19]([CH2:22][CH2:23][S:24]([NH:1][C:2]2[CH:7]=[CH:6][CH:5]=[CH:4][C:3]=2[S:8]([NH2:11])(=[O:9])=[O:10])(=[O:26])=[O:25])=[CH:18][CH:17]=1)([CH3:15])([CH3:13])[CH3:14]. Procedure details: 2-Aminobenzenesulfonamide (0.057 g, 0.33 mmol) was dissolved in pyridine (2.5 mL) followed by addition of (E)-2-(4-tert-butylphenyl)ethenesulfonyl chloride (0.078 g, 0.30 mmol) and the reaction was stirred at RT overnight. The solvent was then removed under reduced pressure and the pale yellow oily residue was used in the next step without further purification. The crude material (0.118 g, 0.3 mmol) was dissolved in MeOH (5 mL) with a few drops of EtOAc and was subjected to reduction using the H...